This data is from the Open Reaction Database (ORD), a public repository of structured organic reaction records. The task is: describe an organic reaction: reactants, conditions, products, and yield As a reaction SMILES: [CH3:45][N:46]([c:47]1[cH:48][cH:49][n:50][cH:51][cH:52]1)[CH3:53].[CH:16](=[CH2:17])[c:18]1[cH:19][cH:20][c:21]([C:22](=[O:23])[OH:24])[cH:25][cH:26]1.[CH:1]1([N:2]=[C:3]=[N:4][CH:5]2[CH2:6][CH2:7][CH2:8][CH2:9][CH2:10]2)[CH2:11][CH2:12][CH2:13][CH2:14][CH2:15]1.[Cl:42][CH2:43][Cl:44].[OH:27][CH:28]([CH2:29][C:30](=[O:31])[CH:32]1[CH:33]([CH3:40])[CH:34]=[CH:35][CH2:36][C:37]1([CH3:38])[CH3:39])[CH3:41]>>[CH:16](=[CH2:17])[c:18]1[cH:19][cH:20][c:21]([C:22](=[O:23])[O:24][CH:28]([CH2:29][C:30](=[O:31])[CH:32]2[CH:33]([CH3:40])[CH:34]=[CH:35][CH2:36][C:37]2([CH3:38])[CH3:39])[CH3:41])[cH:25][cH:26]1. Starting materials: CN(C)c1ccncc1, C=Cc1ccc(C(=O)O)cc1, C(=NC1CCCCC1)=NC1CCCCC1, ClCCl, CC(O)CC(=O)C1C(C)C=CCC1(C)C. The product is C=Cc1ccc(C(=O)OC(C)CC(=O)C2C(C)C=CCC2(C)C)cc1. The reactants are OCCCCOC=1C=CC2=C(COC(N2)=O)C1 (6-(4-hydroxy-butoxy)-4H-3,1-benzoxazin-2-one), S(=O)(Cl)Cl (thionyl chloride). Run in N1=CC=CC=C1 (pyridine). Yields the product ClCCCCOC=1C=CC2=C(COC(N2)=O)C1 (6-(4-Chloro-butoxy)-4H-3,1-benzoxazin-2-one). Reaction SMILES: O[CH2:2][CH2:3][CH2:4][CH2:5][O:6][C:7]1[CH:8]=[CH:9][C:10]2[NH:15][C:14](=[O:16])[O:13][CH2:12][C:11]=2[CH:17]=1.S(Cl)([Cl:20])=O>N1C=CC=CC=1>[Cl:20][CH2:2][CH2:3][CH2:4][CH2:5][O:6][C:7]1[CH:8]=[CH:9][C:10]2[NH:15][C:14](=[O:16])[O:13][CH2:12][C:11]=2[CH:17]=1. Procedure details: Sixty grams (0.253 mol) of 6-(4-hydroxy-butoxy)-4H-3,1-benzoxazin-2-one and 5 ml of pyridine are added to 300 ml of thionyl chloride, under stirring, at ambient temperature. After refluxing for two hours, the excess thionyl chloride is distilled off in a rotary evaporator, and the residue is taken up in chloroform and is stirred with the same volume of ice water for 30 minutes. Then, the chloroform phase is removed, washed twice with water, and dried with sodium sulfate, and the chloroform is di...